The task is: describe an organic reaction: reactants, conditions, products, and yield. This data is from the Open Reaction Database (ORD), a public repository of structured organic reaction records. Reactants: CCO, NCC(O)CO, CCOC(=O)Cn1nc(-c2ccccc2O)nc1-c1ccccc1O. Yields the product O=C(Cn1nc(-c2ccccc2O)nc1-c1ccccc1O)NCC(O)CO. As a reaction SMILES: [CH3:32][CH2:33][OH:34].[NH2:26][CH2:27][CH:28]([CH2:29][OH:30])[OH:31].[OH:1][c:2]1[c:3](-[c:8]2[n:9][n:10]([CH2:20][C:21](=[O:22])[O:23][CH2:24][CH3:25])[c:11](-[c:13]3[c:14]([OH:19])[cH:15][cH:16][cH:17][cH:18]3)[n:12]2)[cH:4][cH:5][cH:6][cH:7]1>>[OH:1][c:2]1[c:3](-[c:8]2[n:9][n:10]([CH2:20][C:21](=[O:22])[NH:26][CH2:27][CH:28]([CH2:29][OH:30])[OH:31])[c:11](-[c:13]3[c:14]([OH:19])[cH:15][cH:16][cH:17][cH:18]3)[n:12]2)[cH:4][cH:5][cH:6][cH:7]1. Reactants: ClC=1N(C=C(N1)[N+](=O)[O-])C[C@]1(OC1)C ((R)-2-chloro-1-(2-methyloxiran-2-ylmethyl)-4-nitroimidazole), N1CCC(CC1)NC(OC(C)(C)C)=O (tert-butyl piperidin-4-ylcarbamate). The product is ClC=1N(C=C(N1)[N+](=O)[O-])C[C@@](CN1CCC(CC1)NC(OC(C)(C)C)=O)(C)O (tert-butyl (S)-{1-[3-(2-chloro-4-nitroimidazol-1-yl)-2-hydroxy-2-methylpropyl]piperidin-4-yl}carbamate). Isolated yield 92.0%. As a reaction SMILES: [Cl:1][C:2]1[N:3]([CH2:10][C@:11]2([CH3:14])[CH2:13][O:12]2)[CH:4]=[C:5]([N+:7]([O-:9])=[O:8])[N:6]=1.[NH:15]1[CH2:20][CH2:19][CH:18]([NH:21][C:22](=[O:28])[O:23][C:24]([CH3:27])([CH3:26])[CH3:25])[CH2:17][CH2:16]1>>[Cl:1][C:2]1[N:3]([CH2:10][C@:11]([OH:12])([CH3:14])[CH2:13][N:15]2[CH2:16][CH2:17][CH:18]([NH:21][C:22](=[O:28])[O:23][C:24]([CH3:26])([CH3:25])[CH3:27])[CH2:19][CH2:20]2)[CH:4]=[C:5]([N+:7]([O-:9])=[O:8])[N:6]=1. Procedure: Using (R)-2-chloro-1-(2-methyloxiran-2-yl-methyl)-4-nitroimidazole prepared in Example 12 and tert-butyl piperidin-4-ylcarbamate gave tert-butyl (S)-{1-[3-(2-chloro-4-nitroimidazol-1-yl)-2-hydroxy-2-methylpropyl]piperidin-4-yl}carbamate (yield 92%) a yellow oil in the same manner as in Example 277. Reactants: B.C1CCOC1 (BH3-THF), solution, N#N (N2), FC(C(=O)N1CCCC1)(CC=C)F (2,2-difluoro-1-(pyrrolidin-1-yl)pent-4-en-1-one). Run in C1CCOC1 (THF), C1CCOC1 (THF). Product: FC(CC(C)O)(CN1CCCC1)F (4,4-difluoro-5-(pyrrolidin-1-yl)pentan-2-ol), FC(CCCO)(CN1CCCC1)F (4,4-difluoro-5-(pyrrolidin-1-yl)pentan-1-ol). As a reaction SMILES: N#N.[F:3][C:4]([F:15])([CH2:12][CH:13]=[CH2:14])[C:5]([N:7]1[CH2:11][CH2:10][CH2:9][CH2:8]1)=O.B.C1C[O:20]CC1>C1COCC1>[F:3][C:4]([F:15])([CH2:5][N:7]1[CH2:11][CH2:10][CH2:9][CH2:8]1)[CH2:12][CH:13]([OH:20])[CH3:14].[F:3][C:4]([F:15])([CH2:5][N:7]1[CH2:11][CH2:10][CH2:9][CH2:8]1)[CH2:12][CH2:13][CH2:14][OH:20] |f:2.3|. Reported procedure: In a flame dried round-bottomed flask equipped with a magnetic stir bar and under inert atmosphere (N2), to a solution of 2,2-difluoro-1-(pyrrolidin-1-yl)pent-4-en-1-one (260 mg, 1.37 mmol) in dry THF (15 mL) was added BH3-THF (6.6 mL of a 1M solution in THF, 6.60 mmol) at rt. The reaction mixture was stirred at reflux for 18 h, cooled down to rt and concentrated under reduced pressure. The residue was redissolved in MeOH (slow addition) and concentrated under reduced pressure (2×). The resultin... Isolated yield 96.1%. The product is COC(=O)C=1NC(NC1C)=O (5-methyl-2-oxo-2,3-dihydro-1H-imidazole-4-carboxylic acid methyl ester). Reported procedure: To a solution of 2-amino-3-oxo-butyric acid methyl ester (100 mmol) (Lida, H. et al. Synthetic Communication, 1973, 3, 225–230) in 150 mL of ethanol was added KOCN (16.2 g, 200 mmol). The mixture was heated at 80° C. for 2 h. The solution was acidified with 2 N HCl and concentrated to half of the volume in vacuo. The product precipitated out upon cooling. Filtration, followed by washing with water, provided 5-methyl-2-oxo-2,3-dihydro-1H-imidazole-4-carboxylic acid methyl ester 4a (15 g, >95%). M... Run at temperature 80 celsius. Solvent: C(C)O (ethanol). Reaction SMILES: [CH3:1][O:2][C:3](=[O:9])[CH:4]([NH2:8])[C:5](=O)[CH3:6].[O:10]([C:12]#[N:13])[K].Cl>C(O)C>[CH3:1][O:2][C:3]([C:4]1[NH:8][C:12](=[O:10])[NH:13][C:5]=1[CH3:6])=[O:9]. Reactants: COC(C(C(C)=O)N)=O (2-amino-3-oxo-butyric acid methyl ester), O([K])C#N (KOCN), Cl (HCl). Starting materials: CNCC(OC)OC, Cc1ccccc1, CCOC(=O)Nc1ccc(Cc2ccccc2)cc1. Product: COC(CN(C)C(=O)Nc1ccc(Cc2ccccc2)cc1)OC. RXN SMILES: [CH3:20][O:21][CH:22]([CH2:23][NH:24][CH3:25])[O:26][CH3:27].[CH3:28][c:29]1[cH:30][cH:31][cH:32][cH:33][cH:34]1.[c:1]1([CH2:7][c:8]2[cH:9][cH:10][c:11]([NH:14][C:15]([O:16][CH2:17][CH3:18])=[O:19])[cH:12][cH:13]2)[cH:2][cH:3][cH:4][cH:5][cH:6]1>>[c:1]1([CH2:7][c:8]2[cH:9][cH:10][c:11]([NH:14][C:15](=[O:19])[N:24]([CH2:23][CH:22]([O:21][CH3:20])[O:26][CH3:27])[CH3:25])[cH:12][cH:13]2)[cH:2][cH:3][cH:4][cH:5][cH:6]1. Reactants: CCOC(=O)CN(Cc1ccccc1)C(=O)C(NC(=O)OCc1ccccc1)C(C)C, CCO, [K+], [OH-]. Yields the product CC(C)C(NC(=O)OCc1ccccc1)C(=O)N(CC(=O)O)Cc1ccccc1. Reaction SMILES: [CH2:1]([CH3:2])[O:3][C:4]([CH2:5][N:6]([CH2:7][c:8]1[cH:9][cH:10][cH:11][cH:12][cH:13]1)[C:14]([CH:15]([NH:16][C:17](=[O:18])[O:19][CH2:20][c:21]1[cH:22][cH:23][cH:24][cH:25][cH:26]1)[CH:27]([CH3:28])[CH3:29])=[O:30])=[O:31].[CH3:34][CH2:35][OH:36].[K+:33].[OH-:32]>>[O:3]=[C:4]([CH2:5][N:6]([CH2:7][c:8]1[cH:9][cH:10][cH:11][cH:12][cH:13]1)[C:14]([CH:15]([NH:16][C:17](=[O:18])[O:19][CH2:20][c:21]1[cH:22][cH:23][cH:24][cH:25][cH:26]1)[CH:27]([CH3:28])[CH3:29])=[O:30])[OH:31]. The reactants are C(C)(C)(C)OC(=O)N(CC(=O)OC)CC1=CC=C(C=C1)C#N (methyl 2-((tert-butoxycarbonyl)(4-cyanobenzyl)amino)acetate), TEA, Cl.NO (hydroxylamine hydrochloride). Solvent: CC(OCC)=O (EA), CN(C)C=O (DMF). Run at time 48 hour. The product is C(C)(C)(C)OC(=O)N(CC(=O)OC)CC1=CC=C(C=C1)C(NO)=N (methyl 2-((tert-butoxycarbonyl)(4-(N-hydroxycarbamimidoyl)benzyl)amino)acetate). Isolated yield 85.0%. Reaction SMILES: [C:1]([O:5][C:6]([N:8]([CH2:14][C:15]1[CH:20]=[CH:19][C:18]([C:21]#[N:22])=[CH:17][CH:16]=1)[CH2:9][C:10]([O:12][CH3:13])=[O:11])=[O:7])([CH3:4])([CH3:3])[CH3:2].Cl.[NH2:24][OH:25]>CN(C=O)C.CC(=O)OCC>[C:1]([O:5][C:6]([N:8]([CH2:14][C:15]1[CH:16]=[CH:17][C:18]([C:21](=[NH:22])[NH:24][OH:25])=[CH:19][CH:20]=1)[CH2:9][C:10]([O:12][CH3:13])=[O:11])=[O:7])([CH3:4])([CH3:2])[CH3:3] |f:1.2|. Reported procedure: Prepared using General Procedure 19. To a stirring solution of methyl 2-((tert-butoxycarbonyl)(4-cyanobenzyl)amino)acetate INT-74 (1.35 g, 4.44 mmol) in DMF (8 mL) was added TEA (1.546 mL, 11.09 mmol) followed by hydroxylamine hydrochloride (0.771 g, 11.1 mmol). After stirring at room temperature for 48 h the reaction mixture was diluted with EA (100 mL) and the washed with brine (2×150 mL). The crude product was purified by chromatography (MeOH/DCM) to afford 1.28 g (85%) of methyl 2-((tert-but... Reactants: C1COCCO1, Cl, O=C(Nc1ccccc1)c1cc2ccc(O)cc2nc1Nc1ccccc1Cl. Yields the product O=C(O)c1cc2ccc(O)cc2nc1Nc1ccccc1Cl. As a reaction SMILES: [CH2:29]1[O:30][CH2:32][CH2:33][O:31][CH2:34]1.[ClH:35].[c:1]1([NH:2][C:8](=[O:9])[c:10]2[c:11]([NH:21][c:22]3[c:23]([Cl:28])[cH:24][cH:25][cH:26][cH:27]3)[n:12][c:13]3[cH:14][c:15]([OH:20])[cH:16][cH:17][c:18]3[cH:19]2)[cH:3][cH:4][cH:5][cH:6][cH:7]1>>[C:8](=[O:9])([c:10]1[c:11]([NH:21][c:22]2[c:23]([Cl:28])[cH:24][cH:25][cH:26][cH:27]2)[n:12][c:13]2[cH:14][c:15]([OH:20])[cH:16][cH:17][c:18]2[cH:19]1)[OH:31]. Reactants: O=C(O)C1CCC(F)(F)CC1, NCc1ccc2c(c1)OCO2. Reagents/catalysts: CN(C)C(=[N+](C)C)ON1C2=C(C=CC=N2)N=N1.F[P-](F)(F)(F)(F)F (HATU). Solvent: CN(C)C=O (DMF), CN(C)C=O (DMF), CN(C)C=O (DMF), CN(C)C=O (DMF), CN(C)C=O (DMF), CN(C)C=O (DMF). Run at temperature 25 celsius, time 2 hour. Product: O=C(NCc1ccc2c(c1)OCO2)C1CCC(F)(F)CC1. Isolated yield 46.8%. As a reaction SMILES: NCc1ccc2c(c1)OCO2.O=C(O)C1CCC(F)(F)CC1.CN(C)C(=[N+](C)C)ON1C2=C(C=CC=N2)N=N1.F[P-](F)(F)(F)(F)F.CN(C)C=O>>O=C(NCc1ccc2c(c1)OCO2)C1CCC(F)(F)CC1. Starting materials: CCOC(=O)C(C)(C)C1CCN(c2ccc([N+](=O)[O-])cn2)CC1, CO, [Na+], C1CCOC1, [OH-]. Yields the product CC(C)(C(=O)O)C1CCN(c2ccc([N+](=O)[O-])cn2)CC1. As a reaction SMILES: [CH2:1]([CH3:2])[O:3][C:4]([C:5]([CH3:6])([CH:7]1[CH2:8][CH2:9][N:10]([c:13]2[n:14][cH:15][c:16]([N+:19](=[O:20])[O-:21])[cH:17][cH:18]2)[CH2:11][CH2:12]1)[CH3:22])=[O:23].[CH3:31][OH:32].[Na+:25].[O:26]1[CH2:27][CH2:28][CH2:29][CH2:30]1.[OH-:24]>>[O:3]=[C:4]([C:5]([CH3:6])([CH:7]1[CH2:8][CH2:9][N:10]([c:13]2[n:14][cH:15][c:16]([N+:19](=[O:20])[O-:21])[cH:17][cH:18]2)[CH2:11][CH2:12]1)[CH3:22])[OH:23].